From a dataset of the Open Reaction Database (ORD), a public repository of structured organic reaction records. describe an organic reaction: reactants, conditions, products, and yield Starting materials: C1CCOC1 (THF), COC1=NC2=CC=C(C=C2C=C1)Br (2-methoxy-6-bromoquinoline), w-BuLi, solution, FC(C1CCC(CC1)=O)(F)F (4-(trifluoromethyl)cyclohexanone). Run in CCCCCC (hexane). Run at temperature -78 celsius, time 15 minute. The product is COC1=NC2=CC=C(C=C2C=C1)C1(CCC(CC1)C(F)(F)F)O (2-Methoxyquinolin-6-yl-4-(trifluoromethyl)cyclohexanol). As a reaction SMILES: C1COCC1.[CH3:6][O:7][C:8]1[CH:17]=[CH:16][C:15]2[C:10](=[CH:11][CH:12]=[C:13](Br)[CH:14]=2)[N:9]=1.[F:19][C:20]([F:29])([F:28])[CH:21]1[CH2:26][CH2:25][C:24](=[O:27])[CH2:23][CH2:22]1>CCCCCC>[CH3:6][O:7][C:8]1[CH:17]=[CH:16][C:15]2[C:10](=[CH:11][CH:12]=[C:13]([C:24]3([OH:27])[CH2:23][CH2:22][CH:21]([C:20]([F:28])([F:29])[F:19])[CH2:26][CH2:25]3)[CH:14]=2)[N:9]=1. Reported procedure: To a cold (−78° C.) anhydrous THF solution of 2-methoxy-6-bromoquinoline (1.16 g, 4.89 mmol) was added w-BuLi (2.05 mL of a 2.5 M solution in hexane, 5.13 mmol). The mixture was stirred at −78° C. under a nitrogen atmosphere for 15 min and 4-(trifluoromethyl)cyclohexanone (0.81 g, 4.89 mmol) was added slowly to the reaction. After addition was complete, the bath was allowed to warm to room temperature. The reaction mixture was quenched with saturated NH4Cl (aq) and extracted with EtOAc/hexanes. ... Reactants: COc1cccc(OC)c1-c1cc(C(=O)NC2(C(=O)O)C3CC4CC(C3)CC2C4)nn1-c1ccc(C(=O)N(C)CCCN(C)C)cc1C(C)C, CC(C)O, O=S(=O)(O)CCO. Product: COc1cccc(OC)c1-c1cc(C(=O)NC2(C(=O)O)C3CC4CC(C3)CC2C4)nn1-c1ccc(C(=O)N(C)CCCN(C)C)cc1C(C)C, O=S(=O)(O)CCO. RXN SMILES: [CH3:1][O:2][c:3]1[c:4](-[c:11]2[cH:12][c:13]([C:35](=[O:36])[NH:37][C:38]3([C:48](=[O:49])[OH:50])[CH:39]4[CH2:40][CH:41]5[CH2:42][CH:43]([CH2:44][CH:45]3[CH2:46]5)[CH2:47]4)[n:14][n:15]2-[c:16]2[c:17]([CH:32]([CH3:33])[CH3:34])[cH:18][c:19]([C:22]([N:23]([CH2:24][CH2:25][CH2:26][N:27]([CH3:28])[CH3:29])[CH3:30])=[O:31])[cH:20][cH:21]2)[c:5]([O:9][CH3:10])[cH:6][cH:7][cH:8]1.[CH3:58][CH:59]([OH:60])[CH3:61].[OH:51][CH2:52][CH2:53][S:54]([OH:55])(=[O:56])=[O:57]>>[CH3:1][O:2][c:3]1[c:4](-[c:11]2[cH:12][c:13]([C:35](=[O:36])[NH:37][C:38]3([C:48](=[O:49])[OH:50])[CH:39]4[CH2:40][CH:41]5[CH2:42][CH:43]([CH2:44][CH:45]3[CH2:46]5)[CH2:47]4)[n:14][n:15]2-[c:16]2[c:17]([CH:32]([CH3:33])[CH3:34])[cH:18][c:19]([C:22]([N:23]([CH2:24][CH2:25][CH2:26][N:27]([CH3:28])[CH3:29])[CH3:30])=[O:31])[cH:20][cH:21]2)[c:5]([O:9][CH3:10])[cH:6][cH:7][cH:8]1.[OH:51][CH2:52][CH2:53][S:54](=[O:55])(=[O:56])[OH:57]. The reactants are ClC1=C(C(=CC(=C1)C(F)(F)F)F)NN (2-chloro-6-fluoro-4-trifluoromethylphenylhydrazine), C(C)OC=C(C(=O)OCC)C#N (ethyl ethoxymethylenecyanoacetate). Product: NC1=C(C=NN1C1=C(C=C(C=C1F)C(F)(F)F)Cl)C(=O)OCC (ethyl 5-amino-1-(2-chloro-6-fluoro-4-trifluoromethylphenyl)-pyrazol-4-yl carboxylate). Run in C(C)O (ethanol). RXN SMILES: [Cl:1][C:2]1[CH:7]=[C:6]([C:8]([F:11])([F:10])[F:9])[CH:5]=[C:4]([F:12])[C:3]=1[NH:13][NH2:14].C(O[CH:18]=[C:19]([C:25]#[N:26])[C:20]([O:22][CH2:23][CH3:24])=[O:21])C>C(O)C>[NH2:26][C:25]1[N:13]([C:3]2[C:4]([F:12])=[CH:5][C:6]([C:8]([F:9])([F:11])[F:10])=[CH:7][C:2]=2[Cl:1])[N:14]=[CH:18][C:19]=1[C:20]([O:22][CH2:23][CH3:24])=[O:21]. The yield is 80.8%. Reported procedure: 200 g (0.88 mol) of 2-chloro-6-fluoro-4-trifluoromethylphenylhydrazine and 151 g (0.88 mol) of ethyl ethoxymethylenecyanoacetate in 400 ml of ethanol are heated to the reflux temperature for 30 hours, the mixture is then concentrated to approximately half of the volume and cooled and the precipitate thus obtained is filtered off, washed with a little cold ethanol and dried. 250 g (81% of theory) of ethyl 5-amino-1-(2-chloro-6-fluoro-4-trifluoromethylphenyl)-pyrazol-4-yl carboxylate of melting po... The reactants are COC(=O)C1(Oc2ccc([N+](=O)[O-])c(F)c2)CC1, CCOC(C)=O, CCO, [H][H]. Product: COC(=O)C1(Oc2ccc(N)c(F)c2)CC1. Reaction SMILES: [CH3:1][O:2][C:3](=[O:4])[C:5]1([O:8][c:9]2[cH:10][c:11]([F:18])[c:12]([N+:15]([O-:16])=[O:17])[cH:13][cH:14]2)[CH2:6][CH2:7]1.[CH3:21][CH2:22][O:23][C:24](=[O:25])[CH3:26].[CH3:27][CH2:28][OH:29].[H:19][H:20]>>[CH3:1][O:2][C:3](=[O:4])[C:5]1([O:8][c:9]2[cH:10][c:11]([F:18])[c:12]([NH2:15])[cH:13][cH:14]2)[CH2:6][CH2:7]1. The reactants are NC=1C=CC(=C(C1)C1=CC=C(C=C1)C(=O)NCC1CC1)C (5′-amino-N-(cyclopropylmethyl)-2′-methyl-1,1′-biphenyl-4-carboxamide), N1=CC(=CC=C1)C=1SC=C(N1)C(=O)O (2-(pyrid-3-yl)thiazole-4-carboxylic acid). The product is C1(CC1)CNC(=O)C1=CC=C(C=C1)C1=CC(=CC=C1C)NC(=O)C=1N=C(SC1)C=1C=NC=CC1 (N-(4′-{[(Cyclopropylmethyl)amino]carbonyl}-6-methyl-1,1′-biphenyl-3-yl)-2-(pyrid-3-yl)thiazole-4-carboxamide). As a reaction SMILES: [NH2:1][C:2]1[CH:3]=[CH:4][C:5]([CH3:21])=[C:6]([C:8]2[CH:13]=[CH:12][C:11]([C:14]([NH:16][CH2:17][CH:18]3[CH2:20][CH2:19]3)=[O:15])=[CH:10][CH:9]=2)[CH:7]=1.[N:22]1[CH:27]=[CH:26][CH:25]=[C:24]([C:28]2[S:29][CH:30]=[C:31]([C:33](O)=[O:34])[N:32]=2)[CH:23]=1>>[CH:18]1([CH2:17][NH:16][C:14]([C:11]2[CH:12]=[CH:13][C:8]([C:6]3[C:5]([CH3:21])=[CH:4][CH:3]=[C:2]([NH:1][C:33]([C:31]4[N:32]=[C:28]([C:24]5[CH:23]=[N:22][CH:27]=[CH:26][CH:25]=5)[S:29][CH:30]=4)=[O:34])[CH:7]=3)=[CH:9][CH:10]=2)=[O:15])[CH2:20][CH2:19]1. Procedure: N-(4′-{[(Cyclopropylmethyl)amino]carbonyl}-6-methyl-1,1′-biphenyl-3-yl)-2-(pyrid-3-yl)thiazole-4-carboxamide was prepared from 5′-amino-N-(cyclopropylmethyl)-2′-methyl-1,1′-biphenyl-4-carboxamide and 2-(pyrid-3-yl)thiazole-4-carboxylic acid using method D. NMR; δH CDCl3 9.26,(1H, b), 9.24,(1H, d), 8.73,(1H, d), 8.28,(2H, m), 7.85,(2H, d), 7.72,(1H, dd), 7.60,(1H, d), 7.47-7.44,(3H, m), 7.32,(1H, d), 6.29,(1H, t), 3.36,(2H, m), 2.26,(3H, s), 1.10,(1H, m), 0.59,(2H, m), 0.31,(2H, m). LCMS: retenti...